Dataset: the Open Reaction Database (ORD), a public repository of structured organic reaction records. Task: describe an organic reaction: reactants, conditions, products, and yield The product is COc1cccc(CC(CCC(=O)OC(C)(C)C)[N+](=O)[O-])c1. Reaction SMILES: [C:14]([CH:15]=[CH2:16])(=[O:17])[O:18][C:19]([CH3:20])([CH3:21])[CH3:22].[CH3:1][O:2][c:3]1[cH:4][c:5]([CH2:9][CH2:10][N+:11](=[O:12])[O-:13])[cH:6][cH:7][cH:8]1.[Cl:35][CH2:36][Cl:37].[N:23]12[CH2:24][CH2:25][CH2:26][N:27]=[C:28]1[CH2:29][CH2:30][CH2:31][CH2:32][CH2:33]2.[OH2:34]>>[CH3:1][O:2][c:3]1[cH:4][c:5]([CH2:9][CH:10]([N+:11](=[O:12])[O-:13])[CH2:16][CH2:15][C:14](=[O:17])[O:18][C:19]([CH3:20])([CH3:21])[CH3:22])[cH:6][cH:7][cH:8]1. Reactants: C=CC(=O)OC(C)(C)C, COc1cccc(CC[N+](=O)[O-])c1, ClCCl, C1CCC2=NCCCN2CC1, O.